This data is from the Open Reaction Database (ORD), a public repository of structured organic reaction records. The task is: describe an organic reaction: reactants, conditions, products, and yield The reactants are [Li+].[BH4-] (LiBH4), COC(=O)C1=NN(C(=C1)C=1SC(=CC1)C1=CC(=CC=C1)S(=O)(=O)C)C1=C(C=CC=C1)Cl (1-(2-chloro-phenyl)-5-[5-(3-methanesulfonyl-phenyl)-thiophen-2-yl]-1H-pyrazole-3-carboxylic acid methyl ester), 3d, CC(=O)C (Acetone), O (water). Run in C1CCOC1 (THF). Yields the product ClC1=C(C=CC=C1)N1N=C(C=C1C=1SC(=CC1)C1=CC(=CC=C1)S(=O)(=O)C)CO ([1-(2-chlorophenyl)-5-{5-[3-(methylsulfonyl)phenyl]-2-thienyl}-1H-pyrazol-3-yl]methanol). The yield is 75.2%. Reaction SMILES: [Li+].[BH4-].C[O:4][C:5]([C:7]1[CH:11]=[C:10]([C:12]2[S:13][C:14]([C:17]3[CH:22]=[CH:21][CH:20]=[C:19]([S:23]([CH3:26])(=[O:25])=[O:24])[CH:18]=3)=[CH:15][CH:16]=2)[N:9]([C:27]2[CH:32]=[CH:31][CH:30]=[CH:29][C:28]=2[Cl:33])[N:8]=1)=O.CC(C)=O.O>C1COCC1>[Cl:33][C:28]1[CH:29]=[CH:30][CH:31]=[CH:32][C:27]=1[N:9]1[C:10]([C:12]2[S:13][C:14]([C:17]3[CH:22]=[CH:21][CH:20]=[C:19]([S:23]([CH3:26])(=[O:24])=[O:25])[CH:18]=3)=[CH:15][CH:16]=2)=[CH:11][C:7]([CH2:5][OH:4])=[N:8]1 |f:0.1|. Procedure details: LiBH4 (1.0M in THF, 14 mL, 28 mmol) was added dropwise at rt to a stirred solution of 1-(2-chloro-phenyl)-5-[5-(3-methanesulfonyl-phenyl)-thiophen-2-yl]-1H-pyrazole-3-carboxylic acid methyl ester (4.38 g, 9.26 mmol) in anhydrous THF (100 mL) under N2, and the resulting mixture was stirred at rt for 3d. Acetone (2 mL) and water (2 mL) was added successively at 0° C. and the solid was filtered off. The filtrate was concentrated in vacuo. The residue was taken up in EtOAc (200 mL), washed with wate...